From a dataset of the Open Reaction Database (ORD), a public repository of structured organic reaction records. describe an organic reaction: reactants, conditions, products, and yield RXN SMILES: [CH2:35]1[O:36][CH2:37][CH2:38][CH2:39]1.[CH3:1][O:2][C:3]([CH2:4][CH2:5][CH2:6][C:7]12[CH2:8][CH2:9][C:10]([c:15]3[n:16][c:17]4[n:18]([CH2:29][CH2:30][CH3:31])[c:19](=[O:28])[n:20]([CH2:25][CH2:26][CH3:27])[c:21](=[O:24])[c:22]4[nH:23]3)([CH2:11][CH2:12]1)[CH2:13][CH2:14]2)=[O:32].[Li+:34].[OH-:33]>>[O:2]=[C:3]([CH2:4][CH2:5][CH2:6][C:7]12[CH2:8][CH2:9][C:10]([c:15]3[n:16][c:17]4[n:18]([CH2:29][CH2:30][CH3:31])[c:19](=[O:28])[n:20]([CH2:25][CH2:26][CH3:27])[c:21](=[O:24])[c:22]4[nH:23]3)([CH2:11][CH2:12]1)[CH2:13][CH2:14]2)[OH:32]. The product is CCCn1c(=O)c2[nH]c(C34CCC(CCCC(=O)O)(CC3)CC4)nc2n(CCC)c1=O. The reactants are C1CCOC1, CCCn1c(=O)c2[nH]c(C34CCC(CCCC(=O)OC)(CC3)CC4)nc2n(CCC)c1=O, [Li+], [OH-]. The reactants are Fc1ccc(Br)cc1, CC(C)(C)P(c1ccccc1-c1ccccc1)C(C)(C)C, Cc1ccccc1, CC(C)(C)[O-], NCC1CN(C(=O)c2ccc(S(=O)(=O)n3cc(-c4ccccc4)c4ccccc43)cc2)C1, [Na+], O=C(C=Cc1ccccc1)C=Cc1ccccc1, O=C(C=Cc1ccccc1)C=Cc1ccccc1, O=C(C=Cc1ccccc1)C=Cc1ccccc1, [Pd], [Pd]. Product: O=C(c1ccc(S(=O)(=O)n2cc(-c3ccccc3)c3ccccc32)cc1)N1CC(CNc2ccc(F)cc2)C1. Reaction SMILES: [Br:1][c:2]1[cH:3][cH:4][c:5]([F:8])[cH:6][cH:7]1.[C:41]([P:42]([C:43]([CH3:44])([CH3:45])[CH3:46])[c:47]1[cH:48][cH:49][cH:50][cH:51][c:52]1-[c:53]1[cH:54][cH:55][cH:56][cH:57][cH:58]1)([CH3:59])([CH3:60])[CH3:61].[CH3:124][c:125]1[cH:126][cH:127][cH:128][cH:129][cH:130]1.[CH3:62][C:63]([CH3:64])([O-:65])[CH3:66].[NH2:9][CH2:10][CH:11]1[CH2:12][N:13]([C:15](=[O:16])[c:17]2[cH:18][cH:19][c:20]([S:23](=[O:24])(=[O:25])[n:26]3[cH:27][c:28](-[c:35]4[cH:36][cH:37][cH:38][cH:39][cH:40]4)[c:29]4[cH:30][cH:31][cH:32][cH:33][c:34]34)[cH:21][cH:22]2)[CH2:14]1.[Na+:67].[O:106]=[C:107]([CH:108]=[CH:109][c:110]1[cH:111][cH:112][cH:113][cH:114][cH:115]1)[CH:116]=[CH:117][c:118]1[cH:119][cH:120][cH:121][cH:122][cH:123]1.[O:70]=[C:71]([CH:72]=[CH:73][c:74]1[cH:75][cH:76][cH:77][cH:78][cH:79]1)[CH:80]=[CH:81][c:82]1[cH:83][cH:84][cH:85][cH:86][cH:87]1.[O:88]=[C:89]([CH:90]=[CH:91][c:92]1[cH:93][cH:94][cH:95][cH:96][cH:97]1)[CH:98]=[CH:99][c:100]1[cH:101][cH:102][cH:103][cH:104][cH:105]1.[Pd:68].[Pd:69]>>[c:2]1([NH:9][CH2:10][CH:11]2[CH2:12][N:13]([C:15](=[O:16])[c:17]3[cH:18][cH:19][c:20]([S:23](=[O:24])(=[O:25])[n:26]4[cH:27][c:28](-[c:35]5[cH:36][cH:37][cH:38][cH:39][cH:40]5)[c:29]5[cH:30][cH:31][cH:32][cH:33][c:34]45)[cH:21][cH:22]3)[CH2:14]2)[cH:3][cH:4][c:5]([F:8])[cH:6][cH:7]1. Starting materials: CC(CCO)NC(=O)OC(C)(C)C, C1COCCN1, CS(=O)(=O)O. The product is CC(CCN1CCOCC1)NC(=O)OC(C)(C)C. RXN SMILES: [C:6]([CH3:7])([CH3:8])([CH3:9])[O:10][C:11](=[O:12])[NH:13][CH:14]([CH2:15][CH2:16][OH:17])[CH3:18].[CH2:19]1[CH2:20][O:21][CH2:22][CH2:23][NH:24]1.[CH3:1][S:2]([OH:3])(=[O:4])=[O:5]>>[C:6]([CH3:7])([CH3:8])([CH3:9])[O:10][C:11](=[O:12])[NH:13][CH:14]([CH2:15][CH2:16][N:24]1[CH2:19][CH2:20][O:21][CH2:22][CH2:23]1)[CH3:18]. Reactants: [NH4+].[Cl-] (NH4Cl), N1(N=NC2=C1C=CC=C2)C2=NC(=NC=C2)NC2CCC(CC2)=O (4-(4-benzotriazol-1-yl-pyrimidin-2-ylamino)-cyclohexanone), C[Mg]Cl (MeMgCl), C[Mg]Cl (methylmagnesium chloride). Run in C1CCOC1 (THF). The product is N1(N=NC2=C1C=CC=C2)C2=NC(=NC=C2)NC2CCC(CC2)(O)C (4-(4-benzotriazol-1-yl-pyrimidin-2-ylamino)-1-methyl-cyclohexanol). As a reaction SMILES: [N:1]1([C:10]2[CH:15]=[CH:14][N:13]=[C:12]([NH:16][CH:17]3[CH2:22][CH2:21][C:20](=[O:23])[CH2:19][CH2:18]3)[N:11]=2)[C:5]2[CH:6]=[CH:7][CH:8]=[CH:9][C:4]=2[N:3]=[N:2]1.[CH3:24][Mg]Cl.[NH4+].[Cl-]>C1COCC1>[N:1]1([C:10]2[CH:15]=[CH:14][N:13]=[C:12]([NH:16][CH:17]3[CH2:18][CH2:19][C:20]([CH3:24])([OH:23])[CH2:21][CH2:22]3)[N:11]=2)[C:5]2[CH:6]=[CH:7][CH:8]=[CH:9][C:4]=2[N:3]=[N:2]1 |f:2.3|. Reported procedure: To a solution of 4-(4-benzotriazol-1-yl-pyrimidin-2-ylamino)-cyclohexanone (764 mg, 2.5 mmol) in 80 mL of THF, cooled at −78° C., was added dropwise methylmagnesium chloride (3.5 mL, 3.0 M in THF, 10.5 mmol). The reaction mixture immediately turned bright yellow in color; it was then allowed to warm to RT. The reaction did not reach completion, so it was re-cooled to −78° C. and an additional aliquot of MeMgCl (3 mL, 9 mmol) was added. The resulting mixture was warmed to RT and then poured onto ... Reactants: FC1=C(C=CC(=C1)I)NC1=C(C(N(C(N1C)=O)C)=O)C(=O)OC1=CC=CC=C1 (Phenyl 6-(2-fluoro-4-iodophenylamino)-1,3-dimethyl-2,4-dioxo-1,2,3,4-tetrahydropyrimidine-5-carboxylate), CN(N)C (1,1-dimethylhydrazine). Product: FC1=C(C=CC(=C1)I)NC1=C(C(N(C(N1C)=O)C)=O)C(=O)NN(C)C (6-(2-Fluoro-4-iodophenylamino)-N′,N′,1,3-tetramethyl-2,4-dioxo-1,2,3,4-tetrahydropyrimidine-5-carbohydrazide). RXN SMILES: [F:1][C:2]1[CH:7]=[C:6]([I:8])[CH:5]=[CH:4][C:3]=1[NH:9][C:10]1[N:15]([CH3:16])[C:14](=[O:17])[N:13]([CH3:18])[C:12](=[O:19])[C:11]=1[C:20]([O:22]C1C=CC=CC=1)=O.[CH3:29][N:30]([CH3:32])[NH2:31]>>[F:1][C:2]1[CH:7]=[C:6]([I:8])[CH:5]=[CH:4][C:3]=1[NH:9][C:10]1[N:15]([CH3:16])[C:14](=[O:17])[N:13]([CH3:18])[C:12](=[O:19])[C:11]=1[C:20]([NH:31][N:30]([CH3:32])[CH3:29])=[O:22]. Procedure: Example 45 was synthesized following a similar procedure described in the synthesis of Example 5 by reaction of compound 2A and 1,1-dimethylhydrazine. 1H NMR (400 MHz, CDCl3) δ 7.66 (d, J=8.0 Hz, 1H) 7.58 (d, J=8.0 Hz, 1H) 6.99 (t, J=8.0 Hz, 1H) 3.33 (s, 3H) 3.08 (s, 3H) 2.60 (s, 6H). [M+H] calc'd for C15H17FIN5O3, 462; found, 462. Starting materials: C=1C=CC2=C(C1)N=NN2O (HOBt), Cl.C12(CC3CC(CC(C1)C3)C2)N (adamantyl amine hydrochloride), CCN=C=NCCCN(C)C (EDCI), CCN(C(C)C)C(C)C (DIPEA), C=C1CN(S(N(C1)C1=C(C=C(C=C1Cl)Cl)Cl)(=O)=O)CC(=O)O (2-(4-methylene-1,1-dioxido-6-(2,4,6-trichlorophenyl)-1,2,6-thiadiazinan-2-yl)acetic acid), CC(C)O (i-PrOH). Run in CS(=O)C (DMSO). Conditions: time 12 hour. Yields the product C=C1CN(S(N(C1)C1=C(C=C(C=C1Cl)Cl)Cl)(=O)=O)CC(=O)NC1C2CC3(CC(CC1C3)C2)C(=O)N (4-(2-(4-methylene-1,1-dioxido-6-(2,4,6-trichlorophenyl)-1,2,6-thiadiazinan-2-yl)acetamido)adamantan-1-carboxamide). RXN SMILES: Cl.C12(N)CC3[CH2:7][CH:8]([CH2:10]C(C3)C1)[CH2:9]2.CC[N:15]([CH:19](C)C)C(C)C.[CH2:22]=[C:23]1[CH2:28][N:27]([C:29]2[C:34]([Cl:35])=[CH:33][C:32]([Cl:36])=[CH:31][C:30]=2[Cl:37])[S:26](=[O:39])(=[O:38])[N:25]([CH2:40][C:41](O)=[O:42])[CH2:24]1.CCN=C=NCCCN(C)C.[CH:55]1[CH:56]=[CH:57][C:58]2[N:63](O)N=N[C:59]=2[CH:60]=1.CC([OH:68])C>CS(C)=O>[CH2:22]=[C:23]1[CH2:28][N:27]([C:29]2[C:30]([Cl:37])=[CH:31][C:32]([Cl:36])=[CH:33][C:34]=2[Cl:35])[S:26](=[O:39])(=[O:38])[N:25]([CH2:40][C:41]([NH:63][CH:58]2[CH:57]3[CH2:56][C:55]4([C:19]([NH2:15])=[O:68])[CH2:10][CH:8]([CH2:7][CH:59]2[CH2:60]4)[CH2:9]3)=[O:42])[CH2:24]1 |f:0.1|. Reported procedure: To adamantyl amine hydrochloride (127 mg, 0.55 mmol) in DMSO (700 mg), were successively added DIPEA (357 mg, 2.75 mmol), i-PrOH (10 mL), 2-(4-methylene-1,1-dioxido-6-(2,4,6-trichlorophenyl)-1,2,6-thiadiazinan-2-yl)acetic acid (253 mg, 0.66 mmol), EDCI (211 mg, 1.10 mmol) and HOBt (169 mg, 1.10 mmol), and agitated for 12 hr at room temperature. After concentration at 50° C. under reduced pressure, the resultant was added with saturated NH4Cl solution (20 mL), kept to stand for 1 hr for crystalli... The reactants are BrC=CC(C(F)(F)F)(F)F (1-Bromo-3,3,4,4,4-pentafluoro-1-butene), P(Br)(Br)Br (phosphorous tribromide), FC(CCO)(C(F)(F)F)F (3,3,4,4,4-pentafluoro-1-butanol). Product: BrCCC(C(F)(F)F)(F)F (4-bromo-1,1,1,2,2-pentafluorobutane). As a reaction SMILES: [Br:1][CH:2]=[CH:3][C:4]([F:10])([F:9])[C:5]([F:8])([F:7])[F:6].P(Br)(Br)Br.FC(F)(C(F)(F)F)CCO>>[Br:1][CH2:2][CH2:3][C:4]([F:10])([F:9])[C:5]([F:8])([F:7])[F:6]. Reported procedure: 1-Bromo-3,3,4,4,4-pentafluoro-1-butene may be prepared by a three step sequence beginning with reaction of phosphorous tribromide with 3,3,4,4,4-pentafluoro-1-butanol to give 4-bromo-1,1,1,2,2-pentafluorobutane. Thermal bromination of 4-bromo-1,1,1,2,2-pentafluorobutane at 350-400° C. gives 4,4-dibromo-1,1,1,2,2-pentafluorobutane which may in turn be heated with powdered potassium hydroxide to give the desired bromobutene. The reactants are CC(=O)OC1CC(n2cnc3c(Br)ncnc32)OC1CO[Si](C)(C)C(C)(C)C, CCN(C(C)C)C(C)C, [Cu]I, CN(C)C=O, Cl[Pd]Cl, C#Cc1ccccc1, c1ccc(P(c2ccccc2)c2ccccc2)cc1, c1ccc(P(c2ccccc2)c2ccccc2)cc1. Yields the product CC(=O)OC1CC(n2cnc3c(C#Cc4ccccc4)ncnc32)OC1CO[Si](C)(C)C(C)(C)C. Reaction SMILES: [C:1]([CH3:2])(=[O:3])[O:4][CH:5]1[CH:6]([CH2:20][O:21][Si:22]([CH3:23])([CH3:24])[C:25]([CH3:26])([CH3:27])[CH3:28])[O:7][CH:8]([n:10]2[c:11]3[n:12][cH:13][n:14][c:15]([Br:19])[c:16]3[n:17][cH:18]2)[CH2:9]1.[CH:29]([N:30]([CH2:31][CH3:32])[CH:33]([CH3:34])[CH3:35])([CH3:36])[CH3:37].[Cu:51][I:52].[O:46]=[CH:47][N:48]([CH3:49])[CH3:50].[Pd:53]([Cl:54])[Cl:55].[c:38]1([C:44]#[CH:45])[cH:39][cH:40][cH:41][cH:42][cH:43]1.[c:56]1([P:57]([c:58]2[cH:59][cH:60][cH:61][cH:62][cH:63]2)[c:64]2[cH:65][cH:66][cH:67][cH:68][cH:69]2)[cH:70][cH:71][cH:72][cH:73][cH:74]1.[c:75]1([P:76]([c:77]2[cH:78][cH:79][cH:80][cH:81][cH:82]2)[c:83]2[cH:84][cH:85][cH:86][cH:87][cH:88]2)[cH:89][cH:90][cH:91][cH:92][cH:93]1>>[C:1]([CH3:2])(=[O:3])[O:4][CH:5]1[CH:6]([CH2:20][O:21][Si:22]([CH3:23])([CH3:24])[C:25]([CH3:26])([CH3:27])[CH3:28])[O:7][CH:8]([n:10]2[c:11]3[n:12][cH:13][n:14][c:15]([C:45]#[C:44][c:38]4[cH:39][cH:40][cH:41][cH:42][cH:43]4)[c:16]3[n:17][cH:18]2)[CH2:9]1.